This data is from the Open Reaction Database (ORD), a public repository of structured organic reaction records. The task is: describe an organic reaction: reactants, conditions, products, and yield Reactants: N[C@H](C(C)C)C(=O)N[C@@H](CC(C)C)C(=O)OCC1=CC=CC=C1 (DVal-Leu-OBzl), C=1C=CC2=C(C1)N=NN2O (HOBT), C(=O)(O)[O-].[Na+] (NaHCO3), CC=1C=CC(=CC1)S(=O)(=O)O (p-TsOH), N([C@@H](C)C(=O)O)C(=O)OC(C)(C)C (Boc-Ala), N-methylmorpholine(84 μl), CCN=C=NCCCN(C)C.Cl (EDCI.HCl). Solvent: ClCCl (dichloromethane), O (H2O). Conditions: time 2 hour. Yields the product N([C@@H](C)C(=O)N[C@H](C(C)C)C(=O)N[C@@H](CC(C)C)C(=O)OCC1=CC=CC=C1)C(=O)OC(C)(C)C (Boc-Ala-DVal-Leu-OBzl). Reaction SMILES: [NH2:1][C@@H:2]([C:6]([NH:8][C@H:9]([C:14]([O:16][CH2:17][C:18]1[CH:23]=[CH:22][CH:21]=[CH:20][CH:19]=1)=[O:15])[CH2:10][CH:11]([CH3:13])[CH3:12])=[O:7])[CH:3]([CH3:5])[CH3:4].CC1C=CC(S(O)(=O)=O)=CC=1.[NH:35]([C:41]([O:43][C:44]([CH3:47])([CH3:46])[CH3:45])=[O:42])[C@H:36]([C:38](O)=[O:39])[CH3:37].C1C=CC2N(O)N=NC=2C=1.CCN=C=NCCCN(C)C.Cl.C([O-])(O)=O.[Na+]>ClCCl.O>[NH:35]([C:41]([O:43][C:44]([CH3:45])([CH3:47])[CH3:46])=[O:42])[C@H:36]([C:38]([NH:1][C@@H:2]([C:6]([NH:8][C@H:9]([C:14]([O:16][CH2:17][C:18]1[CH:23]=[CH:22][CH:21]=[CH:20][CH:19]=1)=[O:15])[CH2:10][CH:11]([CH3:12])[CH3:13])=[O:7])[CH:3]([CH3:5])[CH3:4])=[O:39])[CH3:37] |f:4.5,6.7|. Reported procedure: To a solution of DVal-Leu-OBzl.p-TsOH(375 mg, prepared in Example(1-a)), Boc-Ala(144 mg), HOBT.H2O (122 mg) and N-methylmorpholine(84 μl) in dichloromethane (1.6 ml) was added EDCI.HCl(153 mg) under ice cooling. The reaction mixture was stirred at room temperature for 2 h and saturated NaHCO3 was added. The mixture was extracted with dichloromethane(15 ml×3). The combined organic layers were dried over MgSO4, filtered and concentrated under reduced pressure. The residue was purified by dry colum...